From a dataset of the Open Reaction Database (ORD), a public repository of structured organic reaction records. describe an organic reaction: reactants, conditions, products, and yield Reactants: C(C)(=O)OCC (ethyl acetate), Br.BrCC1=CC=NC=C1 (4-(Bromomethyl)pyridine hydrobromide), FC1=CC=C(C=C1)C=1C(C(=CNC1)C(=O)OCC)=O (ethyl 5-(4-fluorophenyl)-4-oxo-1,4-dihydropyridine-3-carboxylate), C([O-])([O-])=O.[Cs+].[Cs+] (cesium carbonate). Solvent: CN(C)C=O (DMF). Conditions: temperature 100 celsius, time 8 hour. The product is FC1=CC=C(C=C1)C=1C(C(=CN(C1)CC1=CC=NC=C1)C(=O)OCC)=O (Ethyl 5-(4-fluorophenyl)-4-oxo-1-(pyridin-4-ylmethyl)-1,4-dihydropyridine-3-carboxylate). Isolated yield 46.7%. Reaction SMILES: Br.Br[CH2:3][C:4]1[CH:9]=[CH:8][N:7]=[CH:6][CH:5]=1.[F:10][C:11]1[CH:16]=[CH:15][C:14]([C:17]2[C:18](=[O:28])[C:19]([C:23]([O:25][CH2:26][CH3:27])=[O:24])=[CH:20][NH:21][CH:22]=2)=[CH:13][CH:12]=1.C(=O)([O-])[O-].[Cs+].[Cs+].C(OCC)(=O)C>CN(C=O)C>[F:10][C:11]1[CH:12]=[CH:13][C:14]([C:17]2[C:18](=[O:28])[C:19]([C:23]([O:25][CH2:26][CH3:27])=[O:24])=[CH:20][N:21]([CH2:3][C:4]3[CH:9]=[CH:8][N:7]=[CH:6][CH:5]=3)[CH:22]=2)=[CH:15][CH:16]=1 |f:0.1,3.4.5|. Procedure details: 4-(Bromomethyl)pyridine hydrobromide (290 mg) was added to a suspension of ethyl 5-(4-fluorophenyl)-4-oxo-1,4-dihydropyridine-3-carboxylate (200 mg) and cesium carbonate (998 mg) in DMF (5 ml) at room temperature. The reaction mixture was stirred at 100° C. overnight. The reaction mixture was returned to room temperature and diluted by adding ethyl acetate. The organic layer was washed with water and brine and dried over sodium sulfate. After filtration, the filtrate was concentrated under reduc... Procedure details: Benzylamine (0.263 mL, 1.75 eq) was added to a solution of (1S,2S,5R)-2-formyl-3-aza-bicyclo[3.3.0]-octane-3-carboxylic acid tert.-butyl ester (330 mg, 1 eq) in chloroform (10 mL). After 15 min the mixture was treated with NaBH(OAc)3 (292.25 mg, 1 eq), stirred for 2 h and poured into a sat. aq NaHCO3 solution. The layers were separated and the aqueous layer was extracted twice with chloroform. The combined org. extracts were washed with sat. NaHCO3 solution, dried over anh. MgSO4, filtered and c... The solvent is CC(OCC)=O.CCCCCCC (EA n-heptane), C(Cl)(Cl)Cl (chloroform). The reactants are C(=O)(O)[O-].[Na+] (NaHCO3), C(C1=CC=CC=C1)N (Benzylamine), C(C)(C)(C)OC(=O)N1[C@@H]([C@H]2CCC[C@H]2C1)C=O ((1S,2S,5R)-2-formyl-3-aza-bicyclo[3.3.0]-octane-3-carboxylic acid tert.-butyl ester), [BH-](OC(=O)C)(OC(=O)C)OC(=O)C.[Na+] (NaBH(OAc)3). Reaction conditions: time 2 hour. As a reaction SMILES: [CH2:1]([NH2:8])[C:2]1[CH:7]=[CH:6][CH:5]=[CH:4][CH:3]=1.[C:9]([O:13][C:14]([N:16]1[CH2:23][C@H:22]2[C@H:18]([CH2:19][CH2:20][CH2:21]2)[C@H:17]1[CH:24]=O)=[O:15])([CH3:12])([CH3:11])[CH3:10].[BH-](OC(C)=O)(OC(C)=O)OC(C)=O.[Na+].C([O-])(O)=O.[Na+]>C(Cl)(Cl)Cl.CC(=O)OCC.CCCCCCC>[C:9]([O:13][C:14]([N:16]1[CH2:23][C@H:22]2[C@H:18]([CH2:19][CH2:20][CH2:21]2)[C@H:17]1[CH2:24][NH:8][CH2:1][C:2]1[CH:7]=[CH:6][CH:5]=[CH:4][CH:3]=1)=[O:15])([CH3:12])([CH3:10])[CH3:11] |f:2.3,4.5,7.8|. The product is C(C)(C)(C)OC(=O)N1[C@@H]([C@H]2CCC[C@H]2C1)CNCC1=CC=CC=C1 ((1S,2S,5R)-2-(benzylamino-methyl)-3-aza-bicyclo[3.3.0]-octane-3-carboxylic acid tert.-butyl ester).